This data is from the Open Reaction Database (ORD), a public repository of structured organic reaction records. The task is: describe an organic reaction: reactants, conditions, products, and yield Reactants: C1CCC2=NCCCN2CC1 (DBU), ON1C(C=2C(C1=O)=CC=CC2)=O (N-hydroxylphthalimide), C1(CCCCC1)CBr (cyclohexylmethyl bromide). The solvent is CN(C)C=O (DMF). Run at temperature 55 celsius, time 15 hour. Product: C1(CCCCC1)CON1C(C2=CC=CC=C2C1=O)=O (2-(cyclohexylmethoxy)-1H-isoindole-1,3(2H)-dione). RXN SMILES: [OH:1][N:2]1[C:6](=[O:7])[C:5]2=[CH:8][CH:9]=[CH:10][CH:11]=[C:4]2[C:3]1=[O:12].C1CCN2C(=NCCC2)CC1.[CH:24]1([CH2:30]Br)[CH2:29][CH2:28][CH2:27][CH2:26][CH2:25]1>CN(C=O)C>[CH:24]1([CH2:30][O:1][N:2]2[C:3](=[O:12])[C:4]3[C:5](=[CH:8][CH:9]=[CH:10][CH:11]=3)[C:6]2=[O:7])[CH2:29][CH2:28][CH2:27][CH2:26][CH2:25]1. Procedure: N-hydroxylphthalimide (18.4 mmol, 3.0 g) was dissolved in anhydrous DMF (20 mL) under nitrogen. To the stirring solution, DBU (27.6 mmol, 4.13 mL) was injected followed by cyclohexylmethyl bromide (23.0 mmol, 3.21 mL) and the reaction was warmed to 55° C. After stirring for 15 hours, the reaction was cooled to room temperature and concentrated to a red oil. The reaction was partitioned between ethyl acetate and 1N HCl. The organic layer was washed with saturated aqueous sodium bicarbonate soluti... The reactants are N#N (N2), O1CC(C2C1OCC2)OC(NC(C(CN(CC(C)C)C(=O)OCC2=CC=CC=C2)O)CC2=CC=CC=C2)=O ([1-benzyl-3-(benzyloxy-carbonyl-isobutyl-amino)-2-hydroxy-propyl]-carbamic acid hexahydro-furo[2,3-b]furan-3-yl ester), N#N (N2). Reagents/catalysts: [Pd] (palladium on charcoal). Solvent: O1CCCC1 (tetrahydrofurane). Reaction conditions: time 24 hour. Product: O1CC(C2C1OCC2)OC(NC(C(CNCC(C)C)O)CC2=CC=CC=C2)=O ((1-Benzyl-2-hydroxy-3-isobutylamino-propyl)-carbamic acid hexahydro-furo[2,3-b]furan-3-yl ester). Reaction SMILES: N#N.[O:3]1[CH:7]2[O:8][CH2:9][CH2:10][CH:6]2[CH:5]([O:11][C:12](=[O:40])[NH:13][CH:14]([CH2:33][C:34]2[CH:39]=[CH:38][CH:37]=[CH:36][CH:35]=2)[CH:15]([OH:32])[CH2:16][N:17](C(OCC2C=CC=CC=2)=O)[CH2:18][CH:19]([CH3:21])[CH3:20])[CH2:4]1>[Pd].O1CCCC1>[O:3]1[CH:7]2[O:8][CH2:9][CH2:10][CH:6]2[CH:5]([O:11][C:12](=[O:40])[NH:13][CH:14]([CH2:33][C:34]2[CH:35]=[CH:36][CH:37]=[CH:38][CH:39]=2)[CH:15]([OH:32])[CH2:16][NH:17][CH2:18][CH:19]([CH3:21])[CH3:20])[CH2:4]1. Reported procedure: After displacing the air with N2, palladium on charcoal (10%, 5.00 g, 47.00 mmol, 0.32 equiv) was added followed by the addition of a solution of [1-benzyl-3-(benzyloxy-carbonyl-isobutyl-amino)-2-hydroxy-propyl]-carbamic acid hexahydro-furo[2,3-b]furan-3-yl ester (78.36 g, 148.80 mmol, 1 equiv) in tetrahydrofurane. For a few minutes vacuum was applied and replaced by H2. After stirring for 24 h at room temperature. N2 was then introduced in the flask to displace the remaining H2. The palladium c... Starting materials: C1(=CC=C(C=C1)S(=O)(=O)OC[C@H]1COC=2C(=C3CC(NC3=CC2)=O)O1)C ((R)-2-(Toluene-4-sulfonyloxymethyl)-2,3,8,9-tetrahydro-7H-1,4-dioxino[2,3-e]indol-8-one), NCCC1=CNC2=CC=CC=C12 (tryptamine). The solvent is CS(=O)C (DMSO). Run at temperature 75 celsius. The product is N1C=C(C2=CC=CC=C12)CCNCC1COC=2C(=C3CC(NC3=CC2)=O)O1 (2-{[2-(1H-Indol-3-yl)-ethylamino]-methyl}-2,3,8,9-tetrahydro-7H-1,4-dioxino[2,3-e]indol-8-one). Reaction SMILES: C1(C)C=CC(S(O[CH2:11][C@@H:12]2[O:25][C:16]3=[C:17]4[C:21](=[CH:22][CH:23]=[C:15]3[O:14][CH2:13]2)[NH:20][C:19](=[O:24])[CH2:18]4)(=O)=O)=CC=1.[NH2:27][CH2:28][CH2:29][C:30]1[C:38]2[C:33](=[CH:34][CH:35]=[CH:36][CH:37]=2)[NH:32][CH:31]=1>CS(C)=O>[NH:32]1[C:33]2[C:38](=[CH:37][CH:36]=[CH:35][CH:34]=2)[C:30]([CH2:29][CH2:28][NH:27][CH2:11][CH:12]2[O:25][C:16]3=[C:17]4[C:21](=[CH:22][CH:23]=[C:15]3[O:14][CH2:13]2)[NH:20][C:19](=[O:24])[CH2:18]4)=[CH:31]1. Procedure: (R)-2-(Toluene-4-sulfonyloxymethyl)-2,3,8,9-tetrahydro-7H-1,4-dioxino[2,3-e]indol-8-one (1.2 g, 3.2 mmole) and tryptamine (1.5 g, 9.6 mmole) in DMSO (50 ml) were placed in a three-neck flask equipped with a condenser, a thermometer and a nitrogen bubbler immersed into the solution. The reaction mixture was heated at 75° C. for 5 hours, cooled to room temperature and partitioned between water and ethyl acetate. The ethyl acetate layer was separated, dried over anhydrous sodium sulfate, concentrat... RXN SMILES: [OH-].[Na+].Cl.Cl.[NH:5]=[C:6]([NH:12][C:13](=[O:22])[O:14][CH2:15][C:16]1[CH:21]=[CH:20][CH:19]=[CH:18][CH:17]=1)N1C=CC=N1.Cl.Cl.[NH2:25][CH2:26][CH:27]1[CH2:32][CH2:31][NH:30][CH2:29][CH2:28]1>O>[NH2:25][CH2:26][CH:27]1[CH2:32][CH2:31][N:30]([N:5]=[CH:6][NH:12][C:13](=[O:22])[O:14][CH2:15][C:16]2[CH:21]=[CH:20][CH:19]=[CH:18][CH:17]=2)[CH2:29][CH2:28]1 |f:0.1,2.3.4,5.6.7|. Procedure: Sodium hydroxide (4.45 g, 111.25 mmole) was dissolved in 150 mL of deionized water. The mixture of [imino(1H-pyrazol-1-yl)methyl]carbamic acid, phenylmethyl ester, dihydrochloride salt and 4-aminomethyl piperidine, dihydrochloride salt (prepared above, 16.18 g, 44.54 mmole) was added (pH of the cloudy solution was 13) and the mixture was extracted with dichloromethane (1×200 mL and 2×100 mL). The organic layers were combined and washed with brine (1×200 mL), dried (MgSO4), filtered and concentra... The yield is 95.0%. The product is NCC1CCN(CC1)N=CNC(OCC1=CC=CC=C1)=O ([[4-(Aminomethyl)-1-piperidinyl]iminomethyl]carbamic acid, phenylmethyl ester). Run in O (water). Starting materials: Cl.Cl.N=C(N1N=CC=C1)NC(OCC1=CC=CC=C1)=O ([imino(1H-pyrazol-1-yl)methyl]carbamic acid, phenylmethyl ester, dihydrochloride salt), Cl.Cl.NCC1CCNCC1 (4-aminomethyl piperidine, dihydrochloride salt), [OH-].[Na+] (Sodium hydroxide). Starting materials: O=C([O-])O, CCOC(C)=O, COCC(C)(C)C(=O)OCCl, [K+], COc1cc(OCCOC(C)=O)c(F)c(C(Nc2ccc(C(N)=NC(=O)c3ccccc3)cc2)c2nn(-c3ncccn3)c(=O)[nH]2)c1, CN(C)C=O, O. Product: COCC(C)(C)C(=O)OCOc1nc(C(Nc2ccc(C(N)=NC(=O)c3ccccc3)cc2)c2cc(OC)cc(OCCOC(C)=O)c2F)nn1-c1ncccn1. As a reaction SMILES: [C:59](=[O:60])([O-:61])[OH:62].[CH3:70][CH2:71][O:72][C:73](=[O:74])[CH3:75].[Cl:48][CH2:49][O:50][C:51]([C:52]([CH2:53][O:54][CH3:55])([CH3:56])[CH3:57])=[O:58].[K+:63].[NH2:1][C:2]([c:3]1[cH:4][cH:5][c:6]([NH:9][CH:10]([c:11]2[c:12]([F:26])[c:13]([O:14][CH2:15][CH2:16][O:17][C:18]([CH3:19])=[O:20])[cH:21][c:22]([O:24][CH3:25])[cH:23]2)[c:27]2[n:28][n:29](-[c:33]3[n:34][cH:35][cH:36][cH:37][n:38]3)[c:30](=[O:32])[nH:31]2)[cH:7][cH:8]1)=[N:39][C:40]([c:41]1[cH:42][cH:43][cH:44][cH:45][cH:46]1)=[O:47].[O:64]=[CH:65][N:66]([CH3:67])[CH3:68].[OH2:69]>>[NH2:1][C:2]([c:3]1[cH:4][cH:5][c:6]([NH:9][CH:10]([c:11]2[c:12]([F:26])[c:13]([O:14][CH2:15][CH2:16][O:17][C:18]([CH3:19])=[O:20])[cH:21][c:22]([O:24][CH3:25])[cH:23]2)[c:27]2[n:28][n:29](-[c:33]3[n:34][cH:35][cH:36][cH:37][n:38]3)[c:30]([O:32][CH2:49][O:50][C:51]([C:52]([CH2:53][O:54][CH3:55])([CH3:56])[CH3:57])=[O:58])[n:31]2)[cH:7][cH:8]1)=[N:39][C:40]([c:41]1[cH:42][cH:43][cH:44][cH:45][cH:46]1)=[O:47]. Starting materials: ClC1=C(C(=O)C2=C(C=C(C(=C2OCC2=C(C=CC=C2)F)OC)OC)C)C(=CC=C1)Cl (2,6-dichloro-4′,5′-dimethoxy-6′-(2-fluorobenzyloxy)-2′-methylbenzophenone), C(C1=CC=CC=C1)OC1=C(C(=CC(=C1C(C1=C(C=CC=C1C)C)=O)C)OC)OC (6′-benzyloxy-4′,5′-dimethoxy-2,6-dimethyl-2′-methylbenzophenone), BrC=1C(=CC(=C(C(=O)C2=C(C=CC(=C2OC)OC)C)C1C)OC)OC (5-bromo-2′,6-dimethyl-2,4,5′,6′-tetramethoxybenzophenone). Yields the product C(CCC)OC1=C(C(=CC(=C1C(C1=C(C=CC=C1Cl)Cl)=O)C)OC)OC (6′-butoxy-2,6-dichloro-4′,5′-dimethoxy-2′-methylbenzophenone). Reaction SMILES: [Cl:1][C:2]1[CH:29]=[CH:28][CH:27]=[C:26]([Cl:30])[C:3]=1[C:4]([C:6]1[C:11]([O:12][CH2:13][C:14]2C=CC=[CH:16][C:15]=2F)=[C:10]([O:21][CH3:22])[C:9]([O:23][CH3:24])=[CH:8][C:7]=1[CH3:25])=[O:5].C(OC1C(C(=O)C2C(C)=CC=CC=2C)=C(C)C=C(OC)C=1OC)C1C=CC=CC=1.BrC1C(OC)=CC(OC)=C(C=1C)C(C1C(OC)=C(OC)C=CC=1C)=O>>[CH2:13]([O:12][C:11]1[C:6]([C:4](=[O:5])[C:3]2[C:2]([Cl:1])=[CH:29][CH:28]=[CH:27][C:26]=2[Cl:30])=[C:7]([CH3:25])[CH:8]=[C:9]([O:23][CH3:24])[C:10]=1[O:21][CH3:22])[CH2:14][CH2:15][CH3:16]. Procedure: 2,6-dichloro-4′,5′-dimethoxy-6′-(2-fluorobenzyloxy)-2′-methylbenzophenone (coded BB-2); 6′-benzyloxy-4′,5′-dimethoxy-2,6-dimethyl-2′-methylbenzophenone (coded BB-3); and [3-bromo-2′,6-dimethyl-2,4′,5′,6′-tetramethoxybenzophenone] 5-bromo-2′,6-dimethyl-2,4,5′,6′-tetramethoxybenzophenone (coded BB-4), most preferred BB-4. Starting materials: Mineral Spirits, C(C=C)(=O)N (Acrylamide), [Cl-].OC(C[N+](C)(C)C)COC(C(=C)C)=O (2-hydroxy-3-methacryloyloxy propyl trimethyl ammonium chloride), Tween 85. Run in O (water). Yields the product C(C=C)(=O)N.[Cl-].OC(C[N+](C)(C)C)COC(C(=C)C)=O (Acrylamide 2-Hydroxy-3-Methacryloyloxy Propyl Trimethyl Ammonium Chloride). As a reaction SMILES: [C:1]([NH2:5])(=[O:4])[CH:2]=[CH2:3].[Cl-:6].[OH:7][CH:8]([CH2:14][O:15][C:16](=[O:20])[C:17]([CH3:19])=[CH2:18])[CH2:9][N+:10]([CH3:13])([CH3:12])[CH3:11]>O>[C:1]([NH2:5])(=[O:4])[CH:2]=[CH2:3].[Cl-:6].[OH:7][CH:8]([CH2:14][O:15][C:16](=[O:20])[C:17]([CH3:19])=[CH2:18])[CH2:9][N+:10]([CH3:11])([CH3:13])[CH3:12] |f:1.2,4.5.6|. Procedure details: Acrylamide (AM) (21.9 g.) and 2-hydroxy-3-methacryloyloxy propyl trimethyl ammonium chloride (G-Mac) (8.1 g.) were dissolved in distilled water (30.0 g.) and combined with Tween 85 (10.0 g.) and Mineral Spirits (30.0 g.). The reaction was completed according to the procedures of Example 1. A stable emulsion product was obtained. The reactants are BrC1=COC2=C1C=NC(=C2O)[N+](=O)[O-] (3-Bromo-6-nitrofuro[3,2-c]pyridin-7-ol), BrC1=COC2=C1C=NC(=C2O)[N+](=O)[O-] (3-Bromo-6-nitrofuro[3,2-c]pyridin-7-ol), C1(=CC=CC=C1)CC(C)O (racemic 1-phenylpropan-2-ol), ClC1=C(C(=CC=C1F)Cl)[C@@H](C)OC=1C2=C(C=NC1[N+](=O)[O-])C=CO2 (7-[(R)-1-(2,6-Dichloro-3-fluorophenyl)ethoxy]-6-nitrofuro[3,2-c]pyridine). Reagents/catalysts: [Fe].Cl (iron HCl). Product: BrC1=COC2=C1C=NC(=C2OC(CC2=CC=CC=C2)C)N (3-Bromo-7-(1-methyl-2-phenylethoxy)furo[3,2-c]pyridin-6-ylamine). RXN SMILES: [Br:1][C:2]1[C:6]2[CH:7]=[N:8][C:9]([N+:12]([O-])=O)=[C:10]([OH:11])[C:5]=2[O:4][CH:3]=1.[C:15]1([CH2:21][CH:22](O)[CH3:23])[CH:20]=[CH:19][CH:18]=[CH:17][CH:16]=1.ClC1C(F)=CC=C(Cl)C=1[C@H](OC1C2OC=CC=2C=NC=1[N+]([O-])=O)C>[Fe].Cl>[Br:1][C:2]1[C:6]2[CH:7]=[N:8][C:9]([NH2:12])=[C:10]([O:11][CH:22]([CH3:23])[CH2:21][C:15]3[CH:20]=[CH:19][CH:18]=[CH:17][CH:16]=3)[C:5]=2[O:4][CH:3]=1 |f:3.4|. Procedure: 3-Bromo-6-nitrofuro[3,2-c]pyridin-7-ol (Intermediate 10) was reacted with racemic 1-phenylpropan-2-ol following the procedure described for Intermediate 8. The resulting intermediate was reacted with iron/HCl as described in Example 2 to give the title compound. MS (ES+): m/z 347.22/349.23 (100/99) [MH+]. HPLC: tR=0.81 min (HPLC-ACQUITY, Analytical). 1H NMR (400 MHz, CD3OD): δ=1.32 (d, J=6.1 Hz, 3H), 2.93 (dd, J=13.5, 6.2 Hz, 1H), 3.10 (dd, J=13.6, 6.6 Hz, 1H), 4.98 (m, 1H), 7.13-7.21 (m, 1H), 7... Starting materials: BrC=1C=CC2=C(C=C(O2)CO)C1 ((5-bromo-benzofuran-2-yl)-methanol), C(CCC)[Sn](C1=NC=CN=C1)(CCCC)CCCC (2-tributylstannylpyrazine). The reagents and catalysts are C=1C=CC(=CC1)[P](C=2C=CC=CC2)(C=3C=CC=CC3)[Pd]([P](C=4C=CC=CC4)(C=5C=CC=CC5)C=6C=CC=CC6)([P](C=7C=CC=CC7)(C=8C=CC=CC8)C=9C=CC=CC9)[P](C=1C=CC=CC1)(C=1C=CC=CC1)C=1C=CC=CC1 (tetrakis(triphenylphosphine)palladium). The solvent is C1(=CC=CC=C1)C (toluene). Conditions: temperature 95 celsius. The product is N1=C(C=NC=C1)C=1C=CC2=C(C=C(O2)CO)C1 ((5-pyrazin-2-yl-benzofuran-2-yl)-methanol). As a reaction SMILES: Br[C:2]1[CH:3]=[CH:4][C:5]2[O:9][C:8]([CH2:10][OH:11])=[CH:7][C:6]=2[CH:12]=1.C([Sn](CCCC)(CCCC)[C:18]1[CH:23]=[N:22][CH:21]=[CH:20][N:19]=1)CCC>C1(C)C=CC=CC=1.C1C=CC([P]([Pd]([P](C2C=CC=CC=2)(C2C=CC=CC=2)C2C=CC=CC=2)([P](C2C=CC=CC=2)(C2C=CC=CC=2)C2C=CC=CC=2)[P](C2C=CC=CC=2)(C2C=CC=CC=2)C2C=CC=CC=2)(C2C=CC=CC=2)C2C=CC=CC=2)=CC=1>[N:19]1[CH:20]=[CH:21][N:22]=[CH:23][C:18]=1[C:2]1[CH:3]=[CH:4][C:5]2[O:9][C:8]([CH2:10][OH:11])=[CH:7][C:6]=2[CH:12]=1 |^1:42,44,63,82|. Procedure details: To a solution of (5-bromo-benzofuran-2-yl)-methanol (1 g, 4.4 mmol) and 2-tributylstannylpyrazine (1.6 g, 3.7 mmol) in 15 mL toluene at room temperature under argon, was added tetrakis(triphenylphosphine)palladium (0) (130 mg), and the mixture was heated at 95° C. overnight. The precipitate was allowed to cooled, extracted with ethyl acetate, washed with brine and dried over MgSO4. Filtration afforded 2.1 g of crude product that was further purified by chromatography to afford (5-pyrazin-2-yl-be...